Dataset: the Open Reaction Database (ORD), a public repository of structured organic reaction records. Task: describe an organic reaction: reactants, conditions, products, and yield The reactants are CN1CCC2(C#N)C(C1)C1CN(C)C2C=C1C#N, C1CCOC1, Cl, [Li]c1ccccc1, c1ccccc1. Product: CN1CCC2(C#N)C(C1)C1CN(C)C2C=C1C(=O)c1ccccc1. Reaction SMILES: [C:1](#[N:2])[C:3]12[CH2:4][CH2:5][N:6]([CH3:18])[CH2:7][CH:8]1[CH:9]1[CH2:10][N:11]([CH3:17])[CH:12]2[CH:13]=[C:14]1[C:15]#[N:16].[CH2:27]1[CH2:30][CH2:29][CH2:28][O:31]1.[ClH:26].[c:19]1([Li:25])[cH:20][cH:21][cH:22][cH:23][cH:24]1.[cH:32]1[cH:33][cH:34][cH:35][cH:36][cH:37]1>>[C:1](#[N:2])[C:3]12[CH2:4][CH2:5][N:6]([CH3:18])[CH2:7][CH:8]1[CH:9]1[CH2:10][N:11]([CH3:17])[CH:12]2[CH:13]=[C:14]1[C:15]([c:19]1[cH:20][cH:21][cH:22][cH:23][cH:24]1)=[O:31]. Reactants: ClC1=CC=C(C=C1)C(C#N)C(C)O (2-(4-chlorophenyl)-3-hydroxybutanenitrile), ClC1=CC=C(C=C1)C(C#N)C(C)O (2-(4-chlorophenyl)-3-hydroxybutanenitrile), ester, CC(=O)C (acetone). The solvent is CCCCCC (hexane). The product is C(C)(=O)OC(C(C#N)C1=CC=C(C=C1)Cl)C (3-acetoxy-2-(4-chlorophenyl)butanenitrile). Isolated yield 85.0%. RXN SMILES: [Cl:1][C:2]1[CH:7]=[CH:6][C:5]([CH:8]([CH:11]([OH:13])[CH3:12])[C:9]#[N:10])=[CH:4][CH:3]=1.[CH3:14][C:15](C)=[O:16]>CCCCCC>[C:15]([O:13][CH:11]([CH3:12])[CH:8]([C:5]1[CH:4]=[CH:3][C:2]([Cl:1])=[CH:7][CH:6]=1)[C:9]#[N:10])(=[O:16])[CH3:14]. Reported procedure: This ester was prepared using the procedure described in Example 5, except 2-(4-chlorophenyl)-3-hydroxybutanenitrile was used in place of 2-(2-chloro-5-(difluoromethoxy)phenyl)-3-hydroxypropanenitrile. The preparation of 2-(4-chlorophenyl)-3-hydroxybutanenitrile is described in Example 17. The recovered ester product was a mixture of diastereoisomers (85% yield), Rf 0.29 and 0.35 (silica gel, acetone:hexane=1:3). Reactants: C(CC)N(CCC)CC=1N=C(SC1)C=1N=CN2C1CN(C(C1=C2C=CC=C1)=O)C (3-(4-dipropylaminomethyl-thiazol-2-yl)-5-methyl-5,6-dihydro-4H-imidazo[1,5-a][1,4]benzodiazepin-6-one), Cl (hydrochloric acid). The solvent is C(C)O (ethanol). Reaction conditions: time 10 minute. Yields the product Cl.C(CC)N(CCC)CC=1N=C(SC1)C=1N=CN2C1CN(C(C1=C2C=CC=C1)=O)C (3-(4-dipropylaminomethyl-thiazol-2-yl)-5-methyl-5,6-dihydro-4H-imidazo[1,5-a][1,4]benzodiazepin-6-one hydrochloride). Yield: 92.6%. Reaction SMILES: [CH2:1]([N:4]([CH2:8][C:9]1[N:10]=[C:11]([C:14]2[N:15]=[CH:16][N:17]3[C:23]4[CH:24]=[CH:25][CH:26]=[CH:27][C:22]=4[C:21](=[O:28])[N:20]([CH3:29])[CH2:19][C:18]=23)[S:12][CH:13]=1)[CH2:5][CH2:6][CH3:7])[CH2:2][CH3:3].[ClH:30]>C(O)C>[ClH:30].[CH2:1]([N:4]([CH2:8][C:9]1[N:10]=[C:11]([C:14]2[N:15]=[CH:16][N:17]3[C:23]4[CH:24]=[CH:25][CH:26]=[CH:27][C:22]=4[C:21](=[O:28])[N:20]([CH3:29])[CH2:19][C:18]=23)[S:12][CH:13]=1)[CH2:5][CH2:6][CH3:7])[CH2:2][CH3:3] |f:3.4|. Procedure details: 0.90 g (0.00219 mol) of 3-(4-dipropylaminomethyl-thiazol-2-yl)-5-methyl-5,6-dihydro-4H-imidazo[1,5-a][1,4]benzodiazepin-6-one in 25 ml of ethanol was treated with 0.59 ml (0.00218 mol) of 3.7N ethanolic hydrochloric acid. After stirring at room temperature for 10 minutes the solution obtained was completely freed from the solvents. The residue was recrystallized from ethanol/ether. There was obtained 0.90 g (92%) of 3-(4-dipropylaminomethyl-thiazol-2-yl)-5-methyl-5,6-dihydro-4H-imidazo[1,5-a][1,... The reactants are [H-].[Na+] (sodium hydride), S=C1NC(C=2C=NN3C(=CCN1C32)C3=CC(=CC=C3)C(F)(F)F)=O (4,5-Dihydro-5-thioxo-8-(3-(trifluoromethyl)phenyl)-3H,6H-1,4,5a,8a-tetraazaacenaphthylene-3-one), CI (methyl iodide). The solvent is O1CCCC1 (tetrahydrofuran). Run at temperature 0 celsius, time 15 minute. Product: CSC1=NC(C=2C=NN3C(=CCN1C32)C3=CC(=CC=C3)C(F)(F)F)=O (5-(Methylthio)-8-(3-(trifluoromethyl)phenyl)-3H,6H-1,4,5a,8a-tetraazaacenaphthylen-3-one). As a reaction SMILES: [S:1]=[C:2]1[N:12]2[C:13]3[N:8]([C:9]([C:14]4[CH:19]=[CH:18][CH:17]=[C:16]([C:20]([F:23])([F:22])[F:21])[CH:15]=4)=[CH:10][CH2:11]2)[N:7]=[CH:6][C:5]=3[C:4](=[O:24])[NH:3]1.[H-].[Na+].[CH3:27]I>O1CCCC1>[CH3:27][S:1][C:2]1[N:12]2[C:13]3[N:8]([C:9]([C:14]4[CH:19]=[CH:18][CH:17]=[C:16]([C:20]([F:21])([F:22])[F:23])[CH:15]=4)=[CH:10][CH2:11]2)[N:7]=[CH:6][C:5]=3[C:4](=[O:24])[N:3]=1 |f:1.2|. Procedure: To a solution of 100 mg of 4,5-dihydro-5-thioxo-8-(3-(trifluoromethyl)phenyl)-3H,6H-1,4,5a,8a-tetraazaacenaphthylen-3-one (Example 24) in 10 ml of dry tetrahydrofuran, cooled at 0° C., is added 13 mg of sodium hydride (60 percent dispersion in mineral oil). The reaction mixture is stirred at 0° C. for 15 minutes, then an excess of methyl iodide is added and the mixture is allowed to warm to room temperature and then is stirred for 3 hours. The mixture is quenched with water and extracted with ch... Reactants: FC1=CC=C(C=C1)N1N=CC=2C1=NC=1CCCC(C1C2)=C (1-(4-fluorophenyl)-5-methylene-5,6,7,8-tetrahydro-1H-pyrazolo[3,4-b]quinoline), O (water), FC1=CC=C(C=C1)N1NC(C=2C1=NC=1CCCC(C1C2)=C)=O (1-(4-fluorophenyl)-5-methylene-5,6,7,8-tetrahydro-1H-pyrazolo[3,4-b]quinolone), OI(OS(=O)(=O)C1=CC=C(C)C=C1)C1=CC=CC=C1 ([Hydroxy(tosyloxy)iodo]benzene). The reagents and catalysts are OI(OS(=O)(=O)C1=CC=C(C)C=C1)C1=CC=CC=C1 ([hydroxy(tosyloxy)iodo]benzene), OI(OS(=O)(=O)C1=CC=C(C)C=C1)C1=CC=CC=C1 ([hydroxy(tosyloxy)iodo]benzene). Run in CO (MeOH), CO (MeOH). Reaction conditions: temperature 19 celsius, time 1 hour. Product: FC1=CC=C(C=C1)N1N=CC=2C=C3C(=NC21)CCCC(C3)=O (1-(4-fluorophenyl)-5,7,8,9-tetrahydrocyclohepta[b]pyrazolo[4,3-e]pyridin-6(1H)-one). Isolated yield 78.8%. As a reaction SMILES: [F:1][C:2]1[CH:7]=[CH:6][C:5]([N:8]2[C:12]3=[N:13][C:14]4[CH2:15][CH2:16][CH2:17][C:18](=[CH2:21])[C:19]=4[CH:20]=[C:11]3[CH:10]=[N:9]2)=[CH:4][CH:3]=1.O.[OH:23]I(C1C=CC=CC=1)OS(C1C=CC(C)=CC=1)(=O)=O.FC1C=CC(N2C3=NC4CCCC(=C)C=4C=C3C(=O)N2)=CC=1>CO.OI(C1C=CC=CC=1)OS(C1C=CC(C)=CC=1)(=O)=O>[F:1][C:2]1[CH:3]=[CH:4][C:5]([N:8]2[C:12]3[N:13]=[C:14]4[CH2:15][CH2:16][CH2:17][C:18](=[O:23])[CH2:21][C:19]4=[CH:20][C:11]=3[CH:10]=[N:9]2)=[CH:6][CH:7]=1. Procedure: A flask was charged with 1-(4-fluorophenyl)-5-methylene-5,6,7,8-tetrahydro-1H-pyrazolo[3,4-b]quinoline (113, R1=4-Fluorophenyl) (44.0 g, 158 mmol), MeOH (1050 mL) and water (105 mL). [Hydroxy(tosyloxy)iodo]benzene (61.8 g, 158 mmol) was dissolved in MeOH (160 mL) then the solution was added dropwise to the stirred 1-(4-fluorophenyl)-5-methylene-5,6,7,8-tetrahydro-1H-pyrazolo[3,4-b]quinolone slurry. The internal temperature of the reaction mixture was maintained at about 18 to 20° C. during the a... Starting materials: C(CCC)N1C(NC(C=2N(C=NC12)CCCCC(C)=O)=O)=O (3-n-butyl-7-(5'-oxohexyl)-xanthine), [OH-].[Na+] (sodium hydroxide), CI (methyl iodide). Solvent: CO.O (methanol water). Reaction conditions: temperature 48 celsius, time 24 hour. The product is N1C(=O)NC=2N=CNC2C1=O (xanthine). Yield: 77.2%. Reaction SMILES: C([N:5]1[C:13]2[N:12]=[CH:11][N:10](CCCCC(=O)C)[C:9]=2[C:8](=[O:21])[NH:7][C:6]1=[O:22])CCC.[OH-].[Na+].CI>CO.O>[NH:7]1[C:8](=[O:21])[C:9]2[NH:10][CH:11]=[N:12][C:13]=2[NH:5][C:6]1=[O:22] |f:1.2,4.5|. Procedure details: 60 g of 3-n-butyl-7-(5'-oxohexyl)-xanthine are added to a solution of 8 g of sodium hydroxide in 160 ml of a methanol/water mixture (1:1). 28 g of methyl iodide are dropwise added to the clear solution having a temperature of 40° C. and the mixture is stirred at 48° C. for 24 hours. After concentration under reduced pressure the residue is diluted with 300 ml of diethylether and the unreacted 3-(n-butyl)-7-(5'-oxohexyl)-xanthine is removed by shaking with 1 N sodium hydroxide. After neutralisati... The reactants are C(C)(C)(C)OC(=O)C1=NC=CC(=C1)OC1=CC2=C(N(C(=N2)NC2=CC(=C(C=C2)Br)C)C)C=C1 (tert-butyl4-(2-{[4-bromo-3-methylphenyl]amino)-1-methylbenzimidazol-5-yloxy)pyridine-2-carboxylate), C(C)(C)(C)OC(=O)C1=NC=CC(=C1)OC1=CC(=C(C=C1)NC)N (tert-butyl4-[3-amino-4-(methylamino)phenoxy]pyridine-2-carboxylate), NC(=S)N (thiourea), IC (iodomethane), FC(C(=O)O)(F)F (trifluoroacetic acid). The solvent is CO (methanol), C(Cl)Cl (methylene chloride). Run at time 16 hour. Yields the product BrC1=C(C=C(C=C1)NC1=NC2=C(N1C)C=CC(=C2)OC2=CC(=NC=C2)C(=O)O)C (4-{2-[(4-bromo-3-methylphenyl)amino]-1-methylbenzimidazol-5-yloxy)pyridine-2-carboxylic acid). As a reaction SMILES: C(OC(C1C=C(OC2C=CC(NC)=C(N)C=2)C=CN=1)=O)(C)(C)C.NC(N)=S.IC.C([O:34][C:35]([C:37]1[CH:42]=[C:41]([O:43][C:44]2[CH:62]=[CH:61][C:47]3[N:48]([CH3:60])[C:49]([NH:51][C:52]4[CH:57]=[CH:56][C:55]([Br:58])=[C:54]([CH3:59])[CH:53]=4)=[N:50][C:46]=3[CH:45]=2)[CH:40]=[CH:39][N:38]=1)=[O:36])(C)(C)C.FC(F)(F)C(O)=O>CO.C(Cl)Cl>[Br:58][C:55]1[CH:56]=[CH:57][C:52]([NH:51][C:49]2[N:48]([CH3:60])[C:47]3[CH:61]=[CH:62][C:44]([O:43][C:41]4[CH:40]=[CH:39][N:38]=[C:37]([C:35]([OH:36])=[O:34])[CH:42]=4)=[CH:45][C:46]=3[N:50]=2)=[CH:53][C:54]=1[CH3:59]. Procedure: To tert-butyl4-[3-amino-4-(methylamino)phenoxy]pyridine-2-carboxylate (1 eq) in methanol was added 4-bromo-3-methylbenzeneisothiocyanate (1 eq) and stir at ambient temperature for 16 h. Formation of the corresponding thiourea was followed by LC/MS. To it was then added iodomethane (1 eq) and heated to 60° C. for 2 h. Formation of tert-butyl4-(2-{[4-bromo-3-methylphenyl]amino)-1-methylbenzimidazol-5-yloxy)pyridine-2-carboxylate was followed by LC/MS. To it in methylene chloride was added trifluor... Starting materials: C(C)(C)(C)OC(=O)N[C@H](C)C1=CC(=NO1)C(=O)OCC ((R)-ethyl 5-(1-(tert-butoxycarbonylamino)ethyl)isoxazole-3-carboxylate), [Li+].[OH-] (LiOH). Run in C1CCOC1 (THF). Run at time 1 hour. The product is crude product, C(C)(C)(C)OC(=O)N[C@H](C)C1=CC(=NO1)C(=O)O ((R)-5-(1-(tert-butoxycarbonylamino)ethyl)isoxazole-3-carboxylic acid). Yield: 44.8%. Reaction SMILES: [C:1]([O:5][C:6]([NH:8][C@@H:9]([C:11]1[O:15][N:14]=[C:13]([C:16]([O:18]CC)=[O:17])[CH:12]=1)[CH3:10])=[O:7])([CH3:4])([CH3:3])[CH3:2].[Li+].[OH-]>C1COCC1>[C:1]([O:5][C:6]([NH:8][C@@H:9]([C:11]1[O:15][N:14]=[C:13]([C:16]([OH:18])=[O:17])[CH:12]=1)[CH3:10])=[O:7])([CH3:2])([CH3:3])[CH3:4] |f:1.2|. Procedure details: To a stirred solution of (R)-tert-butyl but-3-yn-2-ylcarbamate (262.5 g, 1.56 mol) and (Z)-ethyl 2-chloro-2-(hydroxyimino)acetate (78.2 g, 0.52 mol) in DMF (1 L) was added dropwise Et3N (216 mL, 1.56 mol) at 90° C. The mixture was stirred for 5 hr, and then concentrated in vacuo. The residue was re-dissolved in ethyl acetate. The ethyl acetate solution was washed with water, dried over Na2SO4, and evaporated to provide the crude compound (R)-ethyl 5-(1-(tert-butoxycarbonylamino)ethyl)isoxazole-3... Starting materials: [H-].[H-].[H-].[H-].[Li+].[Al+3] (LiAlH4), C1=C(CCC2=CC=CC=C12)CC(C#N)(NC(C)C1=CC=CC=C1)C (3-(3,4-Dihydro-2-naphthyl)-2-methyl-2-[(1-phenylethyl)amino]propanenitrile), CC(C)O (iPrOH), [Na+].[Cl-] (NaCl). The solvent is C1CCOC1 (THF), C1CCOC1 (THF). Run at temperature 20 celsius. The product is NCC(C)(CC1=CC2=CC=CC=C2CC1)NC(C)C1=CC=CC=C1 (N-[2-Amino-1-(3,4-dihydro-2-naphthylmethyl)-1-methylethyl]-N-(1-phenyl-ethyl)amine). As a reaction SMILES: [CH:1]1[C:10]2[C:5](=[CH:6][CH:7]=[CH:8][CH:9]=2)[CH2:4][CH2:3][C:2]=1[CH2:11][C:12]([CH3:24])([NH:15][CH:16]([C:18]1[CH:23]=[CH:22][CH:21]=[CH:20][CH:19]=1)[CH3:17])[C:13]#[N:14].[H-].[H-].[H-].[H-].[Li+].[Al+3].CC(O)C.[Na+].[Cl-]>C1COCC1>[NH2:14][CH2:13][C:12]([NH:15][CH:16]([C:18]1[CH:23]=[CH:22][CH:21]=[CH:20][CH:19]=1)[CH3:17])([CH2:11][C:2]1[CH2:3][CH2:4][C:5]2[C:10](=[CH:9][CH:8]=[CH:7][CH:6]=2)[CH:1]=1)[CH3:24] |f:1.2.3.4.5.6,8.9|. Procedure: A solution of 16 g of the compound obtained in Step 1 in 200 ml of THF is added dropwise to a suspension, maintained under nitrogen, of 2.28 g (60 mmol) of LiAlH4 in 200 ml of THF. The temperature of the mixture is then increased to 20° C. and stirring is maintained at that temperature for 3 hours. The mixture is again cooled to 0° C. and hydrolysed by successive additions of 20 ml of iPrOH and 25 ml of saturated NaCl solution. The precipitate formed is suctioned off and rinsed with THF; the fil... Reactants: CN1C[C@@H](CC1)C1=NN=C2N1C=C(C=C2)O[C@@H]2CC[C@@H](C1=CC=CC=C21)N ((1S,4R)-4-[3-((R)-1-Methyl-pyrrolidin-3-yl)-[1,2,4]triazolo[4,3-a]pyridin-6-yloxy]-1,2,3,4-tetrahydro-naphthalen-1-ylamine), CCN(C(C)C)C(C)C (DIPEA), ClC(COC(NC=1N(N=C(C1)C(C)(C)C)C1=CC=C(C=C1)C)=O)(Cl)Cl ((5-tert-butyl-2-p-tolyl-2H-pyrazol-3-yl)-carbamic acid 2,2,2-trichloro-ethyl ester), N (NH3). Run in O1CCOCC1 (dioxane), C(Cl)Cl (DCM), CO (MeOH). Product: C(C)(C)(C)C=1C=C(N(N1)C1=CC=C(C=C1)C)NC(=O)N[C@H]1CC[C@H](C2=CC=CC=C12)OC=1C=CC=2N(C1)C(=NN2)[C@H]2CN(CC2)C (1-(5-tert-Butyl-2-p-tolyl-2H-pyrazol-3-yl)-3-{(1S,4R)-4-[3-((R)-1-methyl-pyrrolidin-3-yl)-[1,2,4]triazolo[4,3-a]pyridin-6-yloxy]-1,2,3,4-tetrahydro-naphthalen-1-yl}-urea). RXN SMILES: ClC(Cl)(Cl)CO[C:5](=[O:23])[NH:6][C:7]1[N:8]([C:16]2[CH:21]=[CH:20][C:19]([CH3:22])=[CH:18][CH:17]=2)[N:9]=[C:10]([C:12]([CH3:15])([CH3:14])[CH3:13])[CH:11]=1.[CH3:26][N:27]1[CH2:31][CH2:30][C@@H:29]([C:32]2[N:36]3[CH:37]=[C:38]([O:41][C@H:42]4[C:51]5[C:46](=[CH:47][CH:48]=[CH:49][CH:50]=5)[C@@H:45]([NH2:52])[CH2:44][CH2:43]4)[CH:39]=[CH:40][C:35]3=[N:34][N:33]=2)[CH2:28]1.CCN(C(C)C)C(C)C.N>O1CCOCC1.CO.C(Cl)Cl>[C:12]([C:10]1[CH:11]=[C:7]([NH:6][C:5]([NH:52][C@@H:45]2[C:46]3[C:51](=[CH:50][CH:49]=[CH:48][CH:47]=3)[C@H:42]([O:41][C:38]3[CH:39]=[CH:40][C:35]4[N:36]([C:32]([C@@H:29]5[CH2:30][CH2:31][N:27]([CH3:26])[CH2:28]5)=[N:33][N:34]=4)[CH:37]=3)[CH2:43][CH2:44]2)=[O:23])[N:8]([C:16]2[CH:21]=[CH:20][C:19]([CH3:22])=[CH:18][CH:17]=2)[N:9]=1)([CH3:14])([CH3:13])[CH3:15]. Reported procedure: A brown solution of (5-tert-butyl-2-p-tolyl-2H-pyrazol-3-yl)-carbamic acid 2,2,2-trichloro-ethyl ester (Synthetic Communications, 2009, 39, 3999-4009, which is incorporated herein by reference in its entirety; 227 mg, 0.560 mmol), Intermediate 90e (145 mg, 0.400 mmol) and DIPEA (0.111 mL, 0.640 mmol) in dry dioxane (5 mL) was stirred at 65° C. for 15 h. The cooled solution was concentrated in vacuo, redissolved in MeOH (2 mL), applied to an SCX-2 cartridge (10 g) and washed with MeOH (50 mL). Th...